This data is from the Open Reaction Database (ORD), a public repository of structured organic reaction records. The task is: describe an organic reaction: reactants, conditions, products, and yield Reactants: COc1ccccc1COCCCOc1ccc(C2CCN(C(=O)OC(C)(C)C)CC2OCc2ccc3c(c2)N(CCCOS(C)(=O)=O)CCC3)cc1, CO, [H-], [Na+]. Product: COCCCN1CCCc2ccc(COC3CN(C(=O)OC(C)(C)C)CCC3c3ccc(OCCCOCc4ccccc4OC)cc3)cc21. Reaction SMILES: [C:1]([CH3:2])([CH3:3])([CH3:4])[O:5][C:6](=[O:7])[N:8]1[CH2:9][CH:10]([O:34][CH2:35][c:36]2[cH:37][cH:38][c:39]3[c:44]([cH:45]2)[N:43]([CH2:46][CH2:47][CH2:48][O:49][S:50]([CH3:51])(=[O:52])=[O:53])[CH2:42][CH2:41][CH2:40]3)[CH:11]([c:14]2[cH:15][cH:16][c:17]([O:20][CH2:21][CH2:22][CH2:23][O:24][CH2:25][c:26]3[c:27]([O:32][CH3:33])[cH:28][cH:29][cH:30][cH:31]3)[cH:18][cH:19]2)[CH2:12][CH2:13]1.[CH3:56][OH:57].[H-:54].[Na+:55]>>[C:1]([CH3:2])([CH3:3])([CH3:4])[O:5][C:6](=[O:7])[N:8]1[CH2:9][CH:10]([O:34][CH2:35][c:36]2[cH:37][cH:38][c:39]3[c:44]([cH:45]2)[N:43]([CH2:46][CH2:47][CH2:48][O:49][CH3:56])[CH2:42][CH2:41][CH2:40]3)[CH:11]([c:14]2[cH:15][cH:16][c:17]([O:20][CH2:21][CH2:22][CH2:23][O:24][CH2:25][c:26]3[c:27]([O:32][CH3:33])[cH:28][cH:29][cH:30][cH:31]3)[cH:18][cH:19]2)[CH2:12][CH2:13]1. The reactants are CCC#N, C=CC(=O)OCc1ccccc1, CCN(C(C)C)C(C)C, Nc1ccc(Br)cn1, CC(=O)[O-], CC(=O)[O-], [Pd+2], Cc1ccccc1P(c1ccccc1C)c1ccccc1C. Yields the product Nc1ccc(C=CC(=O)OCc2ccccc2)cn1. As a reaction SMILES: [C:52](#[N:53])[CH2:54][CH3:55].[C:9]([CH:10]=[CH2:11])(=[O:12])[O:13][CH2:14][c:15]1[cH:16][cH:17][cH:18][cH:19][cH:20]1.[CH:43]([N:44]([CH:45]([CH3:46])[CH3:47])[CH2:48][CH3:49])([CH3:50])[CH3:51].[NH2:1][c:2]1[n:3][cH:4][c:5]([Br:8])[cH:6][cH:7]1.[O-:57][C:58]([CH3:59])=[O:60].[O-:61][C:62]([CH3:63])=[O:64].[Pd+2:56].[c:21]1([CH3:22])[cH:23][cH:24][cH:25][cH:26][c:27]1[P:28]([c:29]1[cH:30][cH:31][cH:32][cH:33][c:34]1[CH3:35])[c:36]1[cH:37][cH:38][cH:39][cH:40][c:41]1[CH3:42]>>[NH2:1][c:2]1[n:3][cH:4][c:5]([CH:11]=[CH:10][C:9](=[O:12])[O:13][CH2:14][c:15]2[cH:16][cH:17][cH:18][cH:19][cH:20]2)[cH:6][cH:7]1. Product: BrC=1C=CC(=C(C1)C(C)=O)OCCO (1-[5-bromo-2-(2-hydroxyethoxy)phenyl]ethanone). Procedure details: The product was prepared analogously to Example 1.1a starting from 1-(5-bromo-2-hydroxyphenyl)ethanone. Yield: 7.30 g (30% of theoretical); C10H11BrO3 (M=259.097); calc.: molpeak (M+H)+: 259/261 (Br); found: molpeak (M+H)+: 259/261 (Br); Rf value: 0.25 (silica gel, PE/EtOAc 1:1). The reactants are BrC=1C=CC(=C(C1)C(C)=O)O (1-(5-bromo-2-hydroxyphenyl)ethanone), CCOC(=O)C (EtOAc). As a reaction SMILES: [Br:1][C:2]1[CH:3]=[CH:4][C:5]([OH:11])=[C:6]([C:8](=[O:10])[CH3:9])[CH:7]=1.[CH3:12][CH2:13][O:14]C(C)=O>>[Br:1][C:2]1[CH:3]=[CH:4][C:5]([O:11][CH2:12][CH2:13][OH:14])=[C:6]([C:8](=[O:10])[CH3:9])[CH:7]=1. The reactants are O=C([O-])O, COc1ccccc1CC(=O)O, CCN=C=NCCCN(C)C, ClCCl, Cl, O=C(c1cc(C(F)(F)F)cc(C(F)(F)F)c1)N1CCNCC1Cc1c[nH]c2ccccc12, [Na+], On1nnc2ccccc21. Product: COc1ccccc1CC(=O)N1CCN(C(=O)c2cc(C(F)(F)F)cc(C(F)(F)F)c2)C(Cc2c[nH]c3ccccc23)C1. RXN SMILES: [C:67](=[O:68])([OH:69])[O-:70].[CH3:33][O:34][c:35]1[c:36]([CH2:41][C:42](=[O:43])[OH:44])[cH:37][cH:38][cH:39][cH:40]1.[CH3:56][N:57]([CH3:58])[CH2:59][CH2:60][CH2:61][N:62]=[C:63]=[N:64][CH2:65][CH3:66].[Cl:72][CH2:73][Cl:74].[ClH:55].[F:1][C:2]([c:3]1[cH:4][c:5]([C:6](=[O:7])[N:8]2[CH:9]([CH2:14][c:15]3[cH:16][nH:17][c:18]4[cH:19][cH:20][cH:21][cH:22][c:23]34)[CH2:10][NH:11][CH2:12][CH2:13]2)[cH:24][c:25]([C:27]([F:28])([F:29])[F:30])[cH:26]1)([F:31])[F:32].[Na+:71].[OH:45][n:46]1[c:47]2[cH:48][cH:49][cH:50][cH:51][c:52]2[n:53][n:54]1>>[F:1][C:2]([c:3]1[cH:4][c:5]([C:6](=[O:7])[N:8]2[CH:9]([CH2:14][c:15]3[cH:16][nH:17][c:18]4[cH:19][cH:20][cH:21][cH:22][c:23]34)[CH2:10][N:11]([C:42]([CH2:41][c:36]3[c:35]([O:34][CH3:33])[cH:40][cH:39][cH:38][cH:37]3)=[O:43])[CH2:12][CH2:13]2)[cH:24][c:25]([C:27]([F:28])([F:29])[F:30])[cH:26]1)([F:31])[F:32]. The reactants are C=O, CO, ClCCl, Nc1ncc(-c2cnn(C3CCNCC3)c2)cc1-c1nc2c(F)cccc2o1, N. Yields the product CN1CCC(n2cc(-c3cnc(N)c(-c4nc5c(F)cccc5o4)c3)cn2)CC1. RXN SMILES: [CH2:1]=[O:2].[CH3:35][OH:36].[Cl:32][CH2:33][Cl:34].[F:3][c:4]1[cH:5][cH:6][cH:7][c:8]2[c:9]1[n:10][c:11](-[c:13]1[c:14]([NH2:30])[n:15][cH:16][c:17](-[c:19]3[cH:20][n:21][n:22]([CH:24]4[CH2:25][CH2:26][NH:27][CH2:28][CH2:29]4)[cH:23]3)[cH:18]1)[o:12]2.[NH3:31]>>[CH3:1][N:27]1[CH2:26][CH2:25][CH:24]([n:22]2[n:21][cH:20][c:19](-[c:17]3[cH:16][n:15][c:14]([NH2:30])[c:13](-[c:11]4[n:10][c:9]5[c:4]([F:3])[cH:5][cH:6][cH:7][c:8]5[o:12]4)[cH:18]3)[cH:23]2)[CH2:29][CH2:28]1. Starting materials: Cl.C1(=CC=CC=C1)N1[C@H]2[C@H](C=3C=CC=CC13)CN(CC2)CCCC(=O)OCC ((±)-trans-1,3,4,4a,5,9b-hexahydro-5-phenyl-2H-pyrido[4,3-b]indole-2-butyric acid, ethyl ester, hydrochloride), Cl.C1(=CC=CC=C1)N1[C@H]2[C@H](C=3C=CC=CC13)CN(CC2)CCCC(=O)OCC ((±)-trans-1,3,4,4a,5,9b-Hexahydro-5-phenyl-2H-pyrido[4,3-b]indole-2-butyric acid, ethyl ester hydrochloride), Cl (hydrochloric acid). The product is Cl.C1(=CC=CC=C1)N1[C@H]2[C@H](C=3C=CC=CC13)CN(CC2)CCCC(=O)O ((±)-trans-1,3,4,4a,5,9b-Hexahydro-5-phenyl-2H-pyrido[4,3-b]indole-2-butyric acid, hydrochloride). As a reaction SMILES: [ClH:1].[C:2]1([N:8]2[C:16]3[CH:15]=[CH:14][CH:13]=[CH:12][C:11]=3[C@@H:10]3[CH2:17][N:18]([CH2:21][CH2:22][CH2:23][C:24]([O:26]CC)=[O:25])[CH2:19][CH2:20][C@@H:9]23)[CH:7]=[CH:6][CH:5]=[CH:4][CH:3]=1.Cl>>[ClH:1].[C:2]1([N:8]2[C:16]3[CH:15]=[CH:14][CH:13]=[CH:12][C:11]=3[C@@H:10]3[CH2:17][N:18]([CH2:21][CH2:22][CH2:23][C:24]([OH:26])=[O:25])[CH2:19][CH2:20][C@@H:9]23)[CH:3]=[CH:4][CH:5]=[CH:6][CH:7]=1 |f:0.1,3.4|. Procedure details: 10.6 grams (0.264 moles) of (±)-trans-1,3,4,4a,5,9b-hexahydro-5-phenyl-2H-pyrido[4,3-b]indole-2-butyric acid, ethyl ester, hydrochloride (the compound of Example 4) was suspended in 80 ml. of 6N hydrochloric acid and was refluxed for 20 minutes. Immediately upon cooling, a precipitate was obtained which was filtered and washed with a small quantity of water giving the title compound, m.p. 238.5°-240° C. (dec.). The reactants are CCOCCOCCO, Clc1nsnc1-c1cccnc1, [H-], [Na+], C1CCOC1, O. Yields the product CCOCCOCCOc1nsnc1-c1cccnc1. Reaction SMILES: [CH2:1]([CH3:2])[O:3][CH2:4][CH2:5][O:6][CH2:7][CH2:8][OH:9].[Cl:12][c:13]1[n:14][s:15][n:16][c:17]1-[c:18]1[cH:19][n:20][cH:21][cH:22][cH:23]1.[H-:10].[Na+:11].[O:25]1[CH2:26][CH2:27][CH2:28][CH2:29]1.[OH2:24]>>[CH2:1]([CH3:2])[O:3][CH2:4][CH2:5][O:6][CH2:7][CH2:8][O:9][c:13]1[n:14][s:15][n:16][c:17]1-[c:18]1[cH:19][n:20][cH:21][cH:22][cH:23]1.